From a dataset of the Open Reaction Database (ORD), a public repository of structured organic reaction records. describe an organic reaction: reactants, conditions, products, and yield Reactants: O=C([O-])[O-], CC12CCCc3cc(N)cc(c31)CCC2, Cc1ccccc1, [Cs+], [Cs+], CCOC(=O)c1ccc(I)cc1, O=C(C=Cc1ccccc1)C=Cc1ccccc1, O=C(C=Cc1ccccc1)C=Cc1ccccc1, O=C(C=Cc1ccccc1)C=Cc1ccccc1, O, [Pd], [Pd], c1ccc(P(c2ccccc2)c2ccc3ccccc3c2-c2c(P(c3ccccc3)c3ccccc3)ccc3ccccc23)cc1. The product is CCOC(=O)c1ccc(Nc2cc3c4c(c2)CCCC4(C)CCC3)cc1. As a reaction SMILES: [C:74](=[O:75])([O-:76])[O-:77].[CH3:1][C:2]12[CH2:3][CH2:4][CH2:5][c:6]3[cH:7][c:8]([NH2:15])[cH:9][c:10]([c:14]31)[CH2:11][CH2:12][CH2:13]2.[CH3:80][c:81]1[cH:82][cH:83][cH:84][cH:85][cH:86]1.[Cs+:78].[Cs+:79].[I:16][c:17]1[cH:18][cH:19][c:20]([C:21](=[O:22])[O:23][CH2:24][CH3:25])[cH:26][cH:27]1.[O:107]=[C:108]([CH:109]=[CH:110][c:111]1[cH:112][cH:113][cH:114][cH:115][cH:116]1)[CH:117]=[CH:118][c:119]1[cH:120][cH:121][cH:122][cH:123][cH:124]1.[O:125]=[C:126]([CH:127]=[CH:128][c:129]1[cH:130][cH:131][cH:132][cH:133][cH:134]1)[CH:135]=[CH:136][c:137]1[cH:138][cH:139][cH:140][cH:141][cH:142]1.[O:89]=[C:90]([CH:91]=[CH:92][c:93]1[cH:94][cH:95][cH:96][cH:97][cH:98]1)[CH:99]=[CH:100][c:101]1[cH:102][cH:103][cH:104][cH:105][cH:106]1.[OH2:143].[Pd:87].[Pd:88].[c:28]1([P:29]([c:30]2[cH:31][cH:32][cH:33][cH:34][cH:35]2)[c:36]2[cH:37][cH:38][c:39]3[c:40]([cH:41][cH:42][cH:43][cH:44]3)[c:45]2-[c:46]2[c:47]3[c:48]([cH:49][cH:50][cH:51][cH:52]3)[cH:53][cH:54][c:55]2[P:56]([c:57]2[cH:58][cH:59][cH:60][cH:61][cH:62]2)[c:63]2[cH:64][cH:65][cH:66][cH:67][cH:68]2)[cH:69][cH:70][cH:71][cH:72][cH:73]1>>[CH3:1][C:2]12[CH2:3][CH2:4][CH2:5][c:6]3[cH:7][c:8]([NH:15][c:17]4[cH:18][cH:19][c:20]([C:21](=[O:22])[O:23][CH2:24][CH3:25])[cH:26][cH:27]4)[cH:9][c:10]([c:14]31)[CH2:11][CH2:12][CH2:13]2. The reactants are CB1OB(OB(O1)C)C (Trimethylboroxine), C(C)(C)(C)OC(=O)N1CCN(CC1)C1=C(C=C(C=C1)Br)C1CC(CC(C1)(C)C)(C)C (4-[4-bromo-2-(3,3,5,5-tetramethylcyclohexyl)phenyl]piperazine-1-carboxylic acid t-butyl ester), C([O-])([O-])=O.[Cs+].[Cs+] (cesium carbonate), CN(C=O)C (dimethylformamide). The reagents and catalysts are C=1C=CC(=CC1)[P](C=2C=CC=CC2)(C=3C=CC=CC3)[Pd]([P](C=4C=CC=CC4)(C=5C=CC=CC5)C=6C=CC=CC6)([P](C=7C=CC=CC7)(C=8C=CC=CC8)C=9C=CC=CC9)[P](C=1C=CC=CC1)(C=1C=CC=CC1)C=1C=CC=CC1 (tetrakis(triphenylphosphine)palladium(0)). Run in O (water), C(C)(=O)OCC (Ethyl acetate), C(C)(=O)OCC (ethyl acetate). Conditions: time 9 hour. Product: C(C)(C)(C)OC(=O)N1CCN(CC1)C1=C(C=C(C=C1)C)C1CC(CC(C1)(C)C)(C)C (4-[4-Methyl-2-(3,3,5,5-tetramethylcyclohexyl)phenyl]piperazine-1-carboxylic acid t-butyl ester). Isolated yield 71.7%. RXN SMILES: [C:1]([O:5][C:6]([N:8]1[CH2:13][CH2:12][N:11]([C:14]2[CH:19]=[CH:18][C:17](Br)=[CH:16][C:15]=2[CH:21]2[CH2:26][C:25]([CH3:28])([CH3:27])[CH2:24][C:23]([CH3:30])([CH3:29])[CH2:22]2)[CH2:10][CH2:9]1)=[O:7])([CH3:4])([CH3:3])[CH3:2].[C:31](=O)([O-])[O-].[Cs+].[Cs+].CN(C)C=O.CB1OB(C)OB(C)O1>C1C=CC([P]([Pd]([P](C2C=CC=CC=2)(C2C=CC=CC=2)C2C=CC=CC=2)([P](C2C=CC=CC=2)(C2C=CC=CC=2)C2C=CC=CC=2)[P](C2C=CC=CC=2)(C2C=CC=CC=2)C2C=CC=CC=2)(C2C=CC=CC=2)C2C=CC=CC=2)=CC=1.C(OCC)(=O)C.O>[C:1]([O:5][C:6]([N:8]1[CH2:13][CH2:12][N:11]([C:14]2[CH:19]=[CH:18][C:17]([CH3:31])=[CH:16][C:15]=2[CH:21]2[CH2:26][C:25]([CH3:28])([CH3:27])[CH2:24][C:23]([CH3:30])([CH3:29])[CH2:22]2)[CH2:10][CH2:9]1)=[O:7])([CH3:4])([CH3:3])[CH3:2] |f:1.2.3,^1:54,56,75,94|. Procedure details: A mixture of 4-[4-bromo-2-(3,3,5,5-tetramethylcyclohexyl)phenyl]piperazine-1-carboxylic acid t-butyl ester (200 mg, 0.417 mmol) produced in Example (99a), cesium carbonate (408 mg, 1.25 mmol), tetrakis(triphenylphosphine)palladium(0) (50 mg, 0.0417 mmol) and dimethylformamide (4 mL) was stirred at room temperature under a nitrogen atmosphere. Trimethylboroxine (0.06 mL, 0.417 mmol) was added to the mixture, and stirring was continued for 9 hours at an external temperature of 100° C. Ethyl acetat... The reactants are C1(=CC=CC=C1)C1=CCNC=2N1N=CC2C(=O)N (4,5-dihydro-7-phenyl-pyrazolo(1,5-a)pyrimidine-3-carboxamide), [H-].[Na+] (sodium hydride), C(=S)(N1C=NC=C1)N1C=NC=C1 (1,1'-thiocarbonyldiimidazole). Solvent: O1CCCC1 (tetrahydrofuran). Run at temperature -78 celsius, time 30 minute. Product: C1(=CC=CC=C1)C1=CCN2C(NC(C=3C=NN1C32)=O)=S (4,5-Dihydro-8-phenyl-5-thioxo-3H,6H-1,4,5a,8a-tetraazaacenaphthylen-3-one). The yield is 41.7%. RXN SMILES: [C:1]1([C:7]2[N:12]3[N:13]=[CH:14][C:15]([C:16]([NH2:18])=[O:17])=[C:11]3[NH:10][CH2:9][CH:8]=2)[CH:6]=[CH:5][CH:4]=[CH:3][CH:2]=1.[H-].[Na+].[C:21](N1C=CN=C1)(N1C=CN=C1)=[S:22]>O1CCCC1>[C:1]1([C:7]2[N:12]3[C:11]4[N:10]([C:21](=[S:22])[NH:18][C:16](=[O:17])[C:15]=4[CH:14]=[N:13]3)[CH2:9][CH:8]=2)[CH:2]=[CH:3][CH:4]=[CH:5][CH:6]=1 |f:1.2|. Reported procedure: A mixture of 7.6 g of 4,5-dihydro-7-phenyl-pyrazolo(1,5-a)pyrimidine-3-carboxamide (prepared as described in Example 25 of commonly assigned U.S. Pat. No. 4,847,256) in 304 ml of dry tetrahydrofuran is stirred and cooled at -78° C., under nitrogen and 2.17 g of sodium hydride (60 percent dispersion in mineral oil) is added. The mixture is stirred at -78° C. for 30 minutes, then 4.84 g of 1,1'-thiocarbonyldiimidazole is added in one portion and the temperature is kept at -78° C. for 2 hours and t... Reactants: CC(C)(C)[Si](C)(C)Cl, OCC1CC(n2ccc3c(NC4CCc5ccccc54)ncnc32)C(O)C1O, CN(C)C=O, c1c[nH]cn1. The product is CC(C)(C)[Si](C)(C)OCC1CC(n2ccc3c(NC4CCc5ccccc54)ncnc32)C(O)C1O. Reaction SMILES: [C:29]([CH3:30])([CH3:31])([CH3:32])[Si:33]([CH3:34])([CH3:35])[Cl:36].[CH:1]1([NH:10][c:11]2[c:12]3[c:13]([n:14][cH:15][n:16]2)[n:17]([CH:20]2[CH:21]([OH:28])[CH:22]([OH:27])[CH:23]([CH2:25][OH:26])[CH2:24]2)[cH:18][cH:19]3)[CH2:2][CH2:3][c:4]2[cH:5][cH:6][cH:7][cH:8][c:9]21.[O:42]=[CH:43][N:44]([CH3:45])[CH3:46].[nH:37]1[cH:38][cH:39][n:40][cH:41]1>>[CH:1]1([NH:10][c:11]2[c:12]3[c:13]([n:14][cH:15][n:16]2)[n:17]([CH:20]2[CH:21]([OH:28])[CH:22]([OH:27])[CH:23]([CH2:25][O:26][Si:33]([C:29]([CH3:30])([CH3:31])[CH3:32])([CH3:34])[CH3:35])[CH2:24]2)[cH:18][cH:19]3)[CH2:2][CH2:3][c:4]2[cH:5][cH:6][cH:7][cH:8][c:9]21. The reactants are CCO, [Cl-], [Fe], O=[N+]([O-])c1ccc2c(c1)-c1[nH]ncc1CS2, [NH4+], O. Product: Nc1ccc2c(c1)-c1[nH]ncc1CS2. Reaction SMILES: [CH3:20][CH2:21][OH:22].[Cl-:1].[Fe:23].[N+:3]([O-:4])(=[O:5])[c:6]1[cH:7][cH:8][c:9]2[c:10]([cH:11]1)-[c:12]1[nH:13][n:14][cH:15][c:16]1[CH2:17][S:18]2.[NH4+:2].[OH2:19]>>[NH2:3][c:6]1[cH:7][cH:8][c:9]2[c:10]([cH:11]1)-[c:12]1[nH:13][n:14][cH:15][c:16]1[CH2:17][S:18]2.